Dataset: the Open Reaction Database (ORD), a public repository of structured organic reaction records. Task: describe an organic reaction: reactants, conditions, products, and yield Reactants: C(C=C)OC(C(=[N+]=[N-])C1=CC(=CC=C1)Br)=O ((3-bromo-phenyl)-diazo-acetic acid allyl ester). Run in CCCCCCC.C(C)(=O)OCC (n-heptane ethyl acetate). The product is BrC=1C=C(C=CC1)C12C(OCC2C1)=O ((1S R,5RS)-1-(3-Bromo-phenyl)-3-oxa-bicyclo[3.1.0]hexan-2-one). As a reaction SMILES: [CH2:1]([O:4][C:5](=[O:16])[C:6]([C:9]1[CH:14]=[CH:13][CH:12]=[C:11]([Br:15])[CH:10]=1)=[N+]=[N-])[CH:2]=[CH2:3]>CCCCCCC.C(OCC)(=O)C>[Br:15][C:11]1[CH:10]=[C:9]([C:6]23[CH2:3][CH:2]2[CH2:1][O:4][C:5]3=[O:16])[CH:14]=[CH:13][CH:12]=1 |f:1.2|. Procedure details: The compound was prepared in an analogous manner as described for intermediate B5A from (3-bromo-phenyl)-diazo-acetic acid allyl ester (intermediate B4B) (8.71 g, 31 mmol). The compound was obtained after silica gel column chromatography with n-heptane/ethyl acetate as light green oil (6.585 g, 84%). MS (ISP): m/z=270.1 [(M+NH4)+] and 272.1 [(M+2+NH4)+]. The reactants are CC(C)(C)OC(=O)CN(CC1CC1)c1ccc(C#N)c(C(F)(F)F)c1, CC[SiH](CC)CC, ClCCl, O=C(O)C(F)(F)F. Yields the product N#Cc1ccc(N(CC(=O)O)CC2CC2)cc1C(F)(F)F. Reaction SMILES: [C:1](#[N:2])[c:3]1[c:4]([C:22]([F:23])([F:24])[F:25])[cH:5][c:6]([N:9]([CH2:10][C:11](=[O:12])[O:13][C:14]([CH3:15])([CH3:16])[CH3:17])[CH2:18][CH:19]2[CH2:20][CH2:21]2)[cH:7][cH:8]1.[CH2:33]([SiH:34]([CH2:35][CH3:36])[CH2:37][CH3:38])[CH3:39].[Cl:40][CH2:41][Cl:42].[F:26][C:27]([F:28])([F:29])[C:30]([OH:31])=[O:32]>>[C:1](#[N:2])[c:3]1[c:4]([C:22]([F:23])([F:24])[F:25])[cH:5][c:6]([N:9]([CH2:10][C:11](=[O:12])[OH:13])[CH2:18][CH:19]2[CH2:20][CH2:21]2)[cH:7][cH:8]1. The reactants are NC1=C2C(C(=CN(C2=C(C(=C1F)F)F)C1=C(C=C(C=C1)F)F)C(=O)O)=O (5-amino-1-(2,4-difluorophenyl) -6,7,8-trifluoro-1,4-dihydro-4-oxo-quinoline-3-carboxylic acid), Cl.N1(N=NC=C1)C1CNCC1 (3-(1,2,3-triazol-1-yl)pyrrolidine hydrochloride), N1(NCCCCCCCCC1)C1CCCCCCCCCC1 (diazabicycloundecane). Solvent: C(C)#N (acetonitrile). Product: NC1=C2C(C(=CN(C2=C(C(=C1F)N1CC(CC1)N1N=NC=C1)F)C1=C(C=C(C=C1)F)F)C(=O)O)=O (5-Amino-1-(2,4-difluorophenyl)-6,8-difluoro-7-[3-(1,2,3-triazol-1-yl]pyrrolidin-1-yl]-1,4-dihydro-4-oxo-quinoline -3-carboxylic acid). Isolated yield 56.9%. As a reaction SMILES: [NH2:1][C:2]1[C:11]([F:12])=[C:10](F)[C:9]([F:14])=[C:8]2[C:3]=1[C:4](=[O:26])[C:5]([C:23]([OH:25])=[O:24])=[CH:6][N:7]2[C:15]1[CH:20]=[CH:19][C:18]([F:21])=[CH:17][C:16]=1[F:22].Cl.[N:28]1([CH:33]2[CH2:37][CH2:36][NH:35][CH2:34]2)[CH:32]=[CH:31][N:30]=[N:29]1.N1(C2CCCCCCCCCC2)CCCCCCCCCN1>C(#N)C>[NH2:1][C:2]1[C:11]([F:12])=[C:10]([N:35]2[CH2:36][CH2:37][CH:33]([N:28]3[CH:32]=[CH:31][N:30]=[N:29]3)[CH2:34]2)[C:9]([F:14])=[C:8]2[C:3]=1[C:4](=[O:26])[C:5]([C:23]([OH:25])=[O:24])=[CH:6][N:7]2[C:15]1[CH:20]=[CH:19][C:18]([F:21])=[CH:17][C:16]=1[F:22] |f:1.2|. Procedure details: A mixture of 5-amino-1-(2,4-difluorophenyl) -6,7,8-trifluoro-1,4-dihydro-4-oxo-quinoline-3-carboxylic acid (200 mg, 0.54 mmol), 3-(1,2,3-triazol-1-yl)pyrrolidine hydrochloride (231 mg, 1.25 mmol) and diazabicycloundecane (200 mg, 1.31 mmol) in acetonitrile (25 ml) was refluxed for 45 h. The separated solid was filtered, washed with acetonitrile and ether to give 150 mg (57%) of desired product, m.p. 307.5°-309° C. 1H NMR (TFA) δ: 2.81 (m, 2H), 4.06-4.53 (m, 4H), 5.73 (m, 1H), 7.15-7.23 (m, 2H), ... Starting materials: C[Si](CCOCN(C1=CC(=NC=2N1N=CC2I)C2CCC(CC2)(C(=O)OCC)CO)COCC[Si](C)(C)C)(C)C (ethyl 4-(7-(bis((2-(trimethylsilyl)ethoxy)methyl)amino)-3-iodopyrazolo[1,5-a]pyrimidin-5-yl)-1-(hydroxymethyl)cyclohexanecarboxylate), C1(=CC=CC=C1)N1N=CC(=C1)B1OC(C(O1)(C)C)(C)C (1-phenyl-4-(4,4,5,5-tetramethyl-1,3,2-dioxaborolan-2-yl)-1H-pyrazole), PdCl2(dppf)CH2Cl2, [O-]P(=O)([O-])[O-].[K+].[K+].[K+] (K3PO4). The solvent is O1CCOCC1.O (dioxane H2O). Run at temperature 90 celsius. Product: C[Si](CCOCN(C1=CC(=NC=2N1N=CC2C=2C=NN(C2)C2=CC=CC=C2)C2CCC(CC2)(C(=O)OCC)CO)COCC[Si](C)(C)C)(C)C (ethyl 4-(7-(bis((2-(trimethylsilyl)ethoxy)methyl)amino)-3-(1-phenyl-1H-pyrazol-4-yl)pyrazolo[1,5-a]pyrimidin-5-yl)-1-(hydroxymethyl)cyclohexanecarboxylate). The yield is 72.4%. Reaction SMILES: [CH3:1][Si:2]([CH3:40])([CH3:39])[CH2:3][CH2:4][O:5][CH2:6][N:7]([CH2:31][O:32][CH2:33][CH2:34][Si:35]([CH3:38])([CH3:37])[CH3:36])[C:8]1[N:13]2[N:14]=[CH:15][C:16](I)=[C:12]2[N:11]=[C:10]([CH:18]2[CH2:23][CH2:22][C:21]([CH2:29][OH:30])([C:24]([O:26][CH2:27][CH3:28])=[O:25])[CH2:20][CH2:19]2)[CH:9]=1.[C:41]1([N:47]2[CH:51]=[C:50](B3OC(C)(C)C(C)(C)O3)[CH:49]=[N:48]2)[CH:46]=[CH:45][CH:44]=[CH:43][CH:42]=1.[O-]P([O-])([O-])=O.[K+].[K+].[K+]>O1CCOCC1.O>[CH3:1][Si:2]([CH3:40])([CH3:39])[CH2:3][CH2:4][O:5][CH2:6][N:7]([CH2:31][O:32][CH2:33][CH2:34][Si:35]([CH3:38])([CH3:37])[CH3:36])[C:8]1[N:13]2[N:14]=[CH:15][C:16]([C:50]3[CH:49]=[N:48][N:47]([C:41]4[CH:42]=[CH:43][CH:44]=[CH:45][CH:46]=4)[CH:51]=3)=[C:12]2[N:11]=[C:10]([CH:18]2[CH2:23][CH2:22][C:21]([CH2:29][OH:30])([C:24]([O:26][CH2:27][CH3:28])=[O:25])[CH2:20][CH2:19]2)[CH:9]=1 |f:2.3.4.5,6.7|. Procedure details: A mixture of ethyl 4-(7-(bis((2-(trimethylsilyl)ethoxy)methyl)amino)-3-iodopyrazolo[1,5-a]pyrimidin-5-yl)-1-(hydroxymethyl)cyclohexanecarboxylate (270 mg, 0.383 mmol), 1-phenyl-4-(4,4,5,5-tetramethyl-1,3,2-dioxaborolan-2-yl)-1H-pyrazole (135 mg, 0.498 mmol), PdCl2(dppf)CH2Cl2 (31.3 mg, 0.038 mmol), and K3PO4 (244 mg, 1.15 mmol) in dioxane/H2O (3/0.3 mL) was degassed and then heated at 90° C. for 16 h. After cooling, the reaction mixture was diluted with EtOAc and washed with H2O and brine, dried... Reaction conditions: time 15 minute. As a reaction SMILES: C(OC([NH:8][C@H:9]([C:14]([O:16][CH2:17][CH3:18])=[O:15])[CH2:10][C:11]([O-:13])=[O:12])=O)(C)(C)C.[ClH:19].O1CCOCC1>>[NH2:8][C@H:9]([C:14]([O:16][CH2:17][CH3:18])=[O:15])[CH2:10][C:11]([O-:13])=[O:12].[ClH:19] |f:1.2|. Yields the product N[C@@H](CC(=O)[O-])C(=O)OCC ((S)-aspartic acid, α-ethyl ester), Cl (hydrochloride). Starting materials: C(C)(C)(C)OC(=O)N[C@@H](CC(=O)[O-])C(=O)OCC (t-butoxycarbonyl(S)-aspartic acid, α-ethyl ester), Cl.O1CCOCC1 (HCl dioxane). Procedure details: Combine the product of step A (1.14 g) with 6M HCl/dioxane (10 ml). Stir 15 minutes, decant the solution, and stir the residue with ether. Filter to obtain (S)-aspartic acid, α-ethyl ester, β-(6-chloro-7-sulfamoyl-3,4-dihydro-1,1-dioxo-1,2,4-benzothiadiazine-3methylamide) hydrochloride. Reactants: C(CCC)[Li] (n-butyl lithium), C(C)(C)(C)OC(=O)N1CCC(CC1)CCCCOC1=CC=C(C=C1)Br (4-[4-(N-t-Butyloxycarbonylpiperidin-4-yl)butyloxy]-bromobenzene), C(CCC)[Sn](CCCC)(CCCC)Cl (tributyltin chloride). The solvent is C1CCOC1 (THF). Conditions: temperature -70 celsius, time 1 hour. Product: C(C)(C)(C)OC(=O)N1CCC(CC1)CCCCOC1=CC=C(C=C1)[Sn](CCCC)(CCCC)CCCC (4-[4-(N-t-Butyloxycarbonylpiperidin-4-yl)butyloxy]-phenyltributyl stannane). RXN SMILES: [C:1]([O:5][C:6]([N:8]1[CH2:13][CH2:12][CH:11]([CH2:14][CH2:15][CH2:16][CH2:17][O:18][C:19]2[CH:24]=[CH:23][C:22](Br)=[CH:21][CH:20]=2)[CH2:10][CH2:9]1)=[O:7])([CH3:4])([CH3:3])[CH3:2].C([Li])CCC.[CH2:31]([Sn:35](Cl)([CH2:40][CH2:41][CH2:42][CH3:43])[CH2:36][CH2:37][CH2:38][CH3:39])[CH2:32][CH2:33][CH3:34]>C1COCC1>[C:1]([O:5][C:6]([N:8]1[CH2:13][CH2:12][CH:11]([CH2:14][CH2:15][CH2:16][CH2:17][O:18][C:19]2[CH:24]=[CH:23][C:22]([Sn:35]([CH2:36][CH2:37][CH2:38][CH3:39])([CH2:40][CH2:41][CH2:42][CH3:43])[CH2:31][CH2:32][CH2:33][CH3:34])=[CH:21][CH:20]=2)[CH2:10][CH2:9]1)=[O:7])([CH3:4])([CH3:3])[CH3:2]. Reported procedure: A solution of 1-3 (6.97 g, 17.5 mmoles) in THF (150 ml) was cooled to -75° C. and treated with n-butyl lithium (n-BuLi)(17.5 mmoles) dropwise. After stirring at -70° C. for 1 hr, tributyltin chloride (5.70 g, 17.5 mmol) was added dropwise. This was stirred at -70° C. for 2 hours and then overnight as the temperature was allowed to rise to ambient temperature. The solvent was subsequently removed and the residue was taken up in ether (500 ml), washed with H2O and brine, and dried with Na2SO4. Sol...